From a dataset of the Open Reaction Database (ORD), a public repository of structured organic reaction records. describe an organic reaction: reactants, conditions, products, and yield The reactants are C1CCOC1, CCOC(=O)CCc1coc2cc(OCCc3cccc(NC)n3)ccc12, [Na+], [OH-]. Product: CNc1cccc(CCOc2ccc3c(CCC(=O)O)coc3c2)n1. Reaction SMILES: [CH2:30]1[O:31][CH2:32][CH2:33][CH2:34]1.[CH3:3][NH:4][c:5]1[cH:6][cH:7][cH:8][c:9]([CH2:11][CH2:12][O:13][c:14]2[cH:15][cH:16][c:17]3[c:18]([o:19][cH:20][c:21]3[CH2:22][CH2:23][C:24](=[O:25])[O:26][CH2:27][CH3:28])[cH:29]2)[n:10]1.[Na+:2].[OH-:1]>>[CH3:3][NH:4][c:5]1[cH:6][cH:7][cH:8][c:9]([CH2:11][CH2:12][O:13][c:14]2[cH:15][cH:16][c:17]3[c:18]([o:19][cH:20][c:21]3[CH2:22][CH2:23][C:24](=[O:25])[OH:26])[cH:29]2)[n:10]1. Reactants: ClC=1C(=C2CCC(NC2=C(C1)Cl)=O)O (6,8-dichloro-5-hydroxy-3,4-dihydrocarbostyril), [OH-].[K+] (potassium hydroxide), CO (methanol), ClCC(CN1CCC(CC1)C1=CC=CC=C1)C (1-chloro-2-methyl-3-(4-phenylpiperidyl)propane). Run in CN(C=O)C (dimethylformamide). Product: ClC=1C(=C2CCC(NC2=C(C1)Cl)=O)OCC(CN1CCC(CC1)C1=CC=CC=C1)C (6,8-dichloro-5-[2-methyl-3-(4-phenyl-1-piperidyl)propoxy]-3,4-dihydrocarbostyril). The yield is 35.0%. RXN SMILES: [Cl:1][C:2]1[C:3]([OH:14])=[C:4]2[C:9](=[C:10]([Cl:12])[CH:11]=1)[NH:8][C:7](=[O:13])[CH2:6][CH2:5]2.[OH-].[K+].CO.Cl[CH2:20][CH:21]([CH3:35])[CH2:22][N:23]1[CH2:28][CH2:27][CH:26]([C:29]2[CH:34]=[CH:33][CH:32]=[CH:31][CH:30]=2)[CH2:25][CH2:24]1>CN(C)C=O>[Cl:1][C:2]1[C:3]([O:14][CH2:20][CH:21]([CH3:35])[CH2:22][N:23]2[CH2:24][CH2:25][CH:26]([C:29]3[CH:34]=[CH:33][CH:32]=[CH:31][CH:30]=3)[CH2:27][CH2:28]2)=[C:4]2[C:9](=[C:10]([Cl:12])[CH:11]=1)[NH:8][C:7](=[O:13])[CH2:6][CH2:5]2 |f:1.2|. Procedure: 2.4 Grams of 6,8-dichloro-5-hydroxy-3,4-dihydrocarbostyril and 0.8 g of granular potassium hydroxide were mixed with 60 ml of methanol and concentrated under a reduced pressure to dryness. To the residue thus obtained was added 60 ml of dimethylformamide and mixed well, then 5 g of 1-chloro-2-methyl-3-(4-phenylpiperidyl)propane and heated at 70°-80° C. for 8 hours under stirring condition. The reaction mixture was concentrated under a reduced pressure to dryness, then 60 ml of 5% sodium hydrogen... Reactants: OC(CCC)C=1C=C2C=CC=C(C2=CC1)C(=O)OC (methyl 6-(1-hydroxybutyl)-1-naphthoate), C1(=CC=CC2=CC=CC=C12)C(=O)O (1-naphthoic acid). Yields the product OC(CCC)C=1C=C2C=CC=C(C2=CC1)C(=O)O (6-(1-Hydroxybutyl)-1-naphthoic acid). Reaction SMILES: [OH:1][CH:2]([C:6]1[CH:7]=[C:8]2[C:13](=[CH:14][CH:15]=1)[C:12]([C:16]([O:18]C)=[O:17])=[CH:11][CH:10]=[CH:9]2)[CH2:3][CH2:4][CH3:5].C1(C(O)=O)C2C(=CC=CC=2)C=CC=1>>[OH:1][CH:2]([C:6]1[CH:7]=[C:8]2[C:13](=[CH:14][CH:15]=1)[C:12]([C:16]([OH:18])=[O:17])=[CH:11][CH:10]=[CH:9]2)[CH2:3][CH2:4][CH3:5]. Reported procedure: In accordance with the procedure of Example 1, step 4, methyl 6-(1-hydroxybutyl)-1-naphthoate (14 mg, 0.05 mmol) was converted into 13 mg (98%) of 641-hydroxybutyl)-1-naphthoic acid.